describe an organic reaction: reactants, conditions, products, and yield From a dataset of the Open Reaction Database (ORD), a public repository of structured organic reaction records. Starting materials: hydrochloride salt, CC1=CC=C(C=C1)S(=O)(=O)OCC1OC2=C(C1)C=C(C=C2C2=C(C=CC(=C2)Cl)OC)Cl ((±)-[5-chloro-7-(5-chloro-2-methoxyphenyl)-2,3-dihydro-1-benzofuran-2-yl]methyl 4-methylbenzenesulfonate), CN (methylamine). Product: ClC=1C=C(C2=C(CC(O2)CNC)C1)C1=C(C=CC(=C1)Cl)OC ((±)-{[5-chloro-7-(5-chloro-2-methoxyphenyl)-2,3-dihydro-1-benzofuran-2-yl]methyl}methylamine). As a reaction SMILES: CC1C=CC(S(O[CH2:12][CH:13]2[CH2:17][C:16]3[CH:18]=[C:19]([Cl:31])[CH:20]=[C:21]([C:22]4[CH:27]=[C:26]([Cl:28])[CH:25]=[CH:24][C:23]=4[O:29][CH3:30])[C:15]=3[O:14]2)(=O)=O)=CC=1.[CH3:32][NH2:33]>>[Cl:31][C:19]1[CH:20]=[C:21]([C:22]2[CH:27]=[C:26]([Cl:28])[CH:25]=[CH:24][C:23]=2[O:29][CH3:30])[C:15]2[O:14][CH:13]([CH2:12][NH:33][CH3:32])[CH2:17][C:16]=2[CH:18]=1. Procedure details: The title compound was prepared (0.027 g, 21%) following the general procedure of Example 390 as a white solid, hydrochloride salt from (±)-[5-chloro-7-(5-chloro-2-methoxyphenyl)-2,3-dihydro-1-benzofuran-2-yl]methyl 4-methylbenzenesulfonate (0.165 g, 0.34 mmol) and methylamine (0.107 g, 3.4 mmol). mp 193-195° C. The reactants are ClC=1NC2=C(N1)C=CC=C2 (2-chloro-benzimidazole), ClC1=C(C=C(CBr)C=C1)C(F)(F)F (4-chloro-3-trifluoromethylbenzyl bromide), ClC1=C(C=C(N)C=C1)C(F)(F)F (4-chloro-3-trifluoromethylaniline). Product: ClC1=C(C=C(CN2C(=NC3=C2C=CC=C3)NC3=CC(=C(C=C3)Cl)C(F)(F)F)C=C1)C(F)(F)F (N-[1-(4-Chloro-3-trifluoromethylbenzyl)benzimidazol-2-yl]-4-chloro-3-trifluoromethylaniline). As a reaction SMILES: Cl[C:2]1[NH:3][C:4]2[CH:10]=[CH:9][CH:8]=[CH:7][C:5]=2[N:6]=1.[Cl:11][C:12]1[CH:19]=[CH:18][C:15]([CH2:16]Br)=[CH:14][C:13]=1[C:20]([F:23])([F:22])[F:21].[Cl:24][C:25]1[CH:31]=[CH:30][C:28]([NH2:29])=[CH:27][C:26]=1[C:32]([F:35])([F:34])[F:33]>>[Cl:11][C:12]1[CH:19]=[CH:18][C:15]([CH2:16][N:6]2[C:5]3[CH:7]=[CH:8][CH:9]=[CH:10][C:4]=3[N:3]=[C:2]2[NH:29][C:28]2[CH:30]=[CH:31][C:25]([Cl:24])=[C:26]([C:32]([F:35])([F:33])[F:34])[CH:27]=2)=[CH:14][C:13]=1[C:20]([F:23])([F:22])[F:21]. Procedure: The title compound was prepared by Procedure B in two steps from 2-chloro-benzimidazole, 4-chloro-3-trifluoromethylbenzyl bromide and 4-chloro-3-trifluoromethylaniline. The product was isolated by preparative LCMS to give the title compound as the free base (off-white solid, mp 88-92° C.). MS(ES+) m/z 504 (M+, 100). 1NMR (DMSO-d6) δ 5.60 (s, 2H), 7.02-7.15 (m, 2H), 7.25-7.32 (m, 2H), 7.45-7.52 (m, 1H), 7.63-7.70 (m, 2H), 7.81 (s, 1H), 8.23-8.40 (m, 2H), 9.62 (br s, 1H). Reactants: ClC(C(CC(=C)C)O)(Cl)Cl (1,1,1-Trichloro-4-methyl-4-penten-2-ol), ClC(C(CC(=C)C)O)(Cl)Cl (1,1,1-trichloro-4-methyl-4-penten-2-ol), C (charcoal). Run in CCOCC (ether). Product: ClC(C(C=C(C)C)O)(Cl)Cl (1,1,1-trichloro-4-methyl-3-penten-2-ol). Yield: 59.2%. RXN SMILES: [Cl:1][C:2]([Cl:10])([Cl:9])[CH:3]([OH:8])[CH2:4][C:5]([CH3:7])=[CH2:6].C>CCOCC>[Cl:1][C:2]([Cl:10])([Cl:9])[CH:3]([OH:8])[CH:4]=[C:5]([CH3:7])[CH3:6]. Reported procedure: 1,1,1-Trichloro-4-methyl-4-penten-2-ol (74 g, 0.36 mole) was heated at 140°-150° for 18 hours. After cooling, the alcohol was diluted with ether, and the ethereal solution was treated with activated charcoal. The ether was removed by evaporation to afford crystalline 1,1,1-trichloro-4-methyl-3-penten-2-ol (43.4 g, 59% yield) after recrystallization from petroleum ether. The reactants are ClC1=C(C(=O)O)C=CC=N1 (2-chloronicotinic acid), CO (MeOH), S(=O)(Cl)Cl (thionyl chloride). Reaction conditions: time 2 day. Yields the product COC(C1=C(N=CC=C1)Cl)=O (2-chloronicotinic methyl ester). The yield is 89.0%. RXN SMILES: [Cl:1][C:2]1[N:10]=[CH:9][CH:8]=[CH:7][C:3]=1[C:4]([OH:6])=[O:5].S(Cl)(Cl)=O.[CH3:15]O>>[CH3:15][O:5][C:4](=[O:6])[C:3]1[CH:7]=[CH:8][CH:9]=[N:10][C:2]=1[Cl:1]. Procedure details: To a suspension of 2-chloronicotinic acid 3 (15.8 g, 0.1 mol) in 100 ml of dry MeOH at 0° C. was added thionyl chloride (17.8 g, 0.15 mol) dropwise. The reaction was then slowly warmed to room temperature and stirred for 2 days. The solvent was then removed via vacuum and the residue was dissolved in sat. NaHCO3. The resulted basic solution was then extracted with EtOAc (3×100 ml). The combined organic phases were washed with brine, dried with NaSO4, concentrated via vacuum to give 2-chloronicot... Product: Cl.C1(CC1)CN1[C@H]2[C@@]3(CC[C@H]([C@H]4[C@@]3(C=3C(=C(C=CC3C2)O)O4)CC1)N(C(\C=C\C1=COC=C1)=O)C)O (17-cyclopropylmethyl-3,14β-dihydroxy-4,5α-epoxy-6β-[N-methyl-trans-3-(3-furyl)acrylamido]morphinan hydrochloride). Procedure details: First, 17-cyclopropylmethyl-3,14β-dihydroxy-4,5α-epoxy-6β-[N-methyl-trans-3-(3-furyl)acrylamido]morphinan was dispersed in methanol solvent, and an hydrogen chloride organic solution was added thereto to form a second solution. Then, after stirring for 15 minutes, the second solution was concentrated and dried to obtain a crystal of 17-cyclopropylmethyl-3,14β-dihydroxy-4,5α-epoxy-6β-[N-methyl-trans-3-(3-furyl)acrylamido]morphinan hydrochloride. The amount of each component in Examples 1-6 is sho... Conditions: time 15 minute. Solvent: CO (methanol). Reaction SMILES: [CH:1]1([CH2:4][N:5]2[CH2:23][CH2:22][C@:12]34[C:13]5[C:14]6[O:21][C@H:11]3[C@H:10]([N:24]([CH3:34])[C:25](=[O:33])/[CH:26]=[CH:27]/[C:28]3[CH:32]=[CH:31][O:30][CH:29]=3)[CH2:9][CH2:8][C@@:7]4([OH:35])[C@H:6]2[CH2:19][C:18]=5[CH:17]=[CH:16][C:15]=6[OH:20])[CH2:3][CH2:2]1.[ClH:36]>CO>[ClH:36].[CH:1]1([CH2:4][N:5]2[CH2:23][CH2:22][C@:12]34[C:13]5[C:14]6[O:21][C@H:11]3[C@H:10]([N:24]([CH3:34])[C:25](=[O:33])/[CH:26]=[CH:27]/[C:28]3[CH:32]=[CH:31][O:30][CH:29]=3)[CH2:9][CH2:8][C@@:7]4([OH:35])[C@H:6]2[CH2:19][C:18]=5[CH:17]=[CH:16][C:15]=6[OH:20])[CH2:2][CH2:3]1 |f:3.4|. Reactants: C1(CC1)CN1[C@H]2[C@@]3(CC[C@H]([C@H]4[C@@]3(C=3C(=C(C=CC3C2)O)O4)CC1)N(C(\C=C\C1=COC=C1)=O)C)O (17-cyclopropylmethyl-3,14β-dihydroxy-4,5α-epoxy-6β-[N-methyl-trans-3-(3-furyl)acrylamido]morphinan), Cl (hydrogen chloride). Reactants: C=Cc1ncnc2c1ncn2C1OC(CO[Si](C)(C)C(C)(C)C)C2OC(C)(C)OC21, C[O-], ClCCl, [Na+]. Product: COCCc1ncnc2c1ncn2C1OC(CO[Si](C)(C)C(C)(C)C)C2OC(C)(C)OC21. Reaction SMILES: [C:1]([CH3:2])([CH3:3])([CH3:4])[Si:5]([O:6][CH2:7][CH:8]1[O:9][CH:10]([n:18]2[c:19]3[n:20][cH:21][n:22][c:23]([CH:27]=[CH2:28])[c:24]3[n:25][cH:26]2)[CH:11]2[CH:12]1[O:13][C:14]([CH3:16])([CH3:17])[O:15]2)([CH3:29])[CH3:30].[CH3:31][O-:32].[Cl:34][CH2:35][Cl:36].[Na+:33]>>[C:1]([CH3:2])([CH3:3])([CH3:4])[Si:5]([O:6][CH2:7][CH:8]1[O:9][CH:10]([n:18]2[c:19]3[n:20][cH:21][n:22][c:23]([CH2:27][CH2:28][O:32][CH3:31])[c:24]3[n:25][cH:26]2)[CH:11]2[CH:12]1[O:13][C:14]([CH3:16])([CH3:17])[O:15]2)([CH3:29])[CH3:30]. Starting materials: NCC=1SC=C(N1)C(=O)OCC (amino-1-(4-carboethoxythiazol-2yl)methane), C(=O)(OCC1=CC=CC=C1)N[C@@H](CC(C)C)C(=O)N[C@@H](CC(C)C)C(=O)O (N-Cbz-L-leucinyl-L-leucine), NC(CC(C)C)C=1SC=C(N1)C(=O)OCC (amino-1-(4carboethoxythiazol-2-yl)-3-methylbutane), C(=O)(OCC1=CC=CC=C1)N[C@@H](CC(C)C)C(=O)O (N-Cbz-L-leucine). The product is C(C1=CC=CC=C1)OC(=O)N[C@H](C(=O)NCC=1SC=C(N1)C(=O)OCC)CC(C)C ((2S)-2-(benzyloxycarbonyl)amino-N-(4-carboethoxythiazol-2-yl)methyl-4-methylpentanamide). Reaction SMILES: [NH2:1][CH2:2][C:3]1[S:4][CH:5]=[C:6]([C:8]([O:10][CH2:11][CH3:12])=[O:9])[N:7]=1.NC(C1SC=C(C(OCC)=O)N=1)CC(C)C.[C:29]([NH:39][C@H:40]([C:45](O)=[O:46])[CH2:41][CH:42]([CH3:44])[CH3:43])([O:31][CH2:32][C:33]1[CH:38]=[CH:37][CH:36]=[CH:35][CH:34]=1)=[O:30].C(N[C@H](C(N[C@H](C(O)=O)CC(C)C)=O)CC(C)C)(OCC1C=CC=CC=1)=O>>[CH2:32]([O:31][C:29]([NH:39][C@@H:40]([CH2:41][CH:42]([CH3:44])[CH3:43])[C:45]([NH:1][CH2:2][C:3]1[S:4][CH:5]=[C:6]([C:8]([O:10][CH2:11][CH3:12])=[O:9])[N:7]=1)=[O:46])=[O:30])[C:33]1[CH:38]=[CH:37][CH:36]=[CH:35][CH:34]=1. Procedure details: Following the of Example 13, except substituting 1-tert-butoxycarbonyl)amino-1-(4-carboethoxythiazol-2yl)methane for (1S)-1-tert-butoxycarbonyl)amino-1-(4carboethoxythiazol-2-yl)-3-methylbutane, and N-Cbz-L-leucine for N-Cbz-L-leucinyl-L-leucine, the title compound was prepared 0.120 g, 32%). MS (MH+): 434.2.